From a dataset of the Open Reaction Database (ORD), a public repository of structured organic reaction records. describe an organic reaction: reactants, conditions, products, and yield The reactants are COc1cc2c(c(Cl)c1Cl)C(=O)C(C)C2c1ccccc1, CI, C[O-], CN(C)C=O, [Na+]. The product is COc1cc2c(c(Cl)c1Cl)C(=O)C(C)(C)C2c1ccccc1. RXN SMILES: [CH3:1][CH:2]1[C:3](=[O:21])[c:4]2[c:5]([Cl:20])[c:6]([Cl:19])[c:7]([O:17][CH3:18])[cH:8][c:9]2[CH:10]1[c:11]1[cH:12][cH:13][cH:14][cH:15][cH:16]1.[CH3:22][I:23].[CH3:24][O-:25].[CH3:27][N:28]([CH3:29])[CH:30]=[O:31].[Na+:26]>>[CH3:1][C:2]1([CH3:22])[C:3](=[O:21])[c:4]2[c:5]([Cl:20])[c:6]([Cl:19])[c:7]([O:17][CH3:18])[cH:8][c:9]2[CH:10]1[c:11]1[cH:12][cH:13][cH:14][cH:15][cH:16]1.